Dataset: the Open Reaction Database (ORD), a public repository of structured organic reaction records. Task: describe an organic reaction: reactants, conditions, products, and yield The reactants are CC(C)(C)[O-], COCCOC, O=C(Cl)OCc1ccccc1, [K+], FC(F)C(F)(F)Sc1nc(-c2ccccc2)c(-c2ccccc2)[nH]1. Product: O=C(OCc1ccccc1)n1c(SC(F)(F)C(F)F)nc(-c2ccccc2)c1-c1ccccc1. RXN SMILES: [CH3:25][C:26]([CH3:27])([O-:28])[CH3:29].[CH3:42][O:43][CH2:44][CH2:45][O:46][CH3:47].[Cl:31][C:32](=[O:33])[O:34][CH2:35][c:36]1[cH:37][cH:38][cH:39][cH:40][cH:41]1.[K+:30].[c:1]1(-[c:7]2[n:8][c:9]([S:18][C:19]([CH:20]([F:21])[F:22])([F:23])[F:24])[nH:10][c:11]2-[c:12]2[cH:13][cH:14][cH:15][cH:16][cH:17]2)[cH:2][cH:3][cH:4][cH:5][cH:6]1>>[c:1]1(-[c:7]2[n:8][c:9]([S:18][C:19]([CH:20]([F:21])[F:22])([F:23])[F:24])[n:10]([C:32](=[O:33])[O:34][CH2:35][c:36]3[cH:37][cH:38][cH:39][cH:40][cH:41]3)[c:11]2-[c:12]2[cH:13][cH:14][cH:15][cH:16][cH:17]2)[cH:2][cH:3][cH:4][cH:5][cH:6]1. The reactants are O=C1CCC1, C1CCOC1, CCOC(=O)CP(=O)(OCC)OCC, [H-], [Na+]. Yields the product CCOC(=O)C=C1CCC1. As a reaction SMILES: [C:1]1(=[O:5])[CH2:2][CH2:3][CH2:4]1.[CH2:22]1[O:23][CH2:24][CH2:25][CH2:26]1.[CH3:8][CH2:9][O:10][C:11](=[O:12])[CH2:13][P:14]([O:15][CH2:16][CH3:17])([O:18][CH2:19][CH3:20])=[O:21].[H-:7].[Na+:6]>>[C:1]1(=[CH:13][C:11]([O:10][CH2:9][CH3:8])=[O:12])[CH2:2][CH2:3][CH2:4]1. Reactants: BrCC=1OC2=C(C1)C=C(C=C2)OC (2-(bromomethyl)-5-methoxybenzofuran), [O-]CC.[Na+] (Sodium ethoxide), CN(C)C=O (DMF), [H-].[H-].[H-].[H-].[Li+].[Al+3] (LiAlH4), Ethyl 4-hydroxy benzoate. Run in C1CCOC1 (THF). Conditions: time 15 minute. Yields the product COC=1C=CC2=C(C=C(O2)COC2=CC=C(C=C2)CO)C1 ((4-((5-methoxybenzofuran-2-yl)methoxy)phenyl)methanol). As a reaction SMILES: [O-:1][CH2:2][CH3:3].[Na+].CN([CH:8]=[O:9])C.Br[CH2:11][C:12]1[O:13][C:14]2[CH:20]=[CH:19][C:18]([O:21][CH3:22])=[CH:17][C:15]=2[CH:16]=1.[H-].[H-].[H-].[H-].[Li+].[Al+3]>C1COCC1>[CH3:22][O:21][C:18]1[CH:19]=[CH:20][C:14]2[O:13][C:12]([CH2:11][O:1][C:2]3[CH:15]=[CH:16][C:12]([CH2:8][OH:9])=[CH:11][CH:3]=3)=[CH:16][C:15]=2[CH:17]=1 |f:0.1,4.5.6.7.8.9|. Procedure details: Sodium ethoxide (62 mg, 0.90 mmol) was added to DMF (3 mL) at 0° C. Resulting suspension was stirred for 15 min. Ethyl 4-hydroxy benzoate (148 mg, 0.90 mmol) was slowly added and resulting mixture was stirred at this temperature for 0.5 h, then allowed to reach room temperature. To this mixture 26 (180 mg, 0.75 mmol) was added. Resulting reaction mixture was stirred at room temperature for 1 h. DMF was evaporated off in-vacuo to give a crude intermediate (150 mg). This was then dissolved in THF ...